Dataset: the Open Reaction Database (ORD), a public repository of structured organic reaction records. Task: describe an organic reaction: reactants, conditions, products, and yield Starting materials: ClC1=C(C=CC(=C1)I)NC1=C(C(=O)O)C=CN=C1 (3-[(2-chloro-4-iodophenyl)amino]isonicotinic acid), ClC1=C(C=CC(=C1)I)NC1=C(C(=O)O)C=CN=C1 (3-[(2-chloro-4-iodophenyl)amino]isonicotinic acid), C(C=C)ON (O-allyl-hydroxylamine). Reported procedure: N-allyloxy-3-(2-chloro-4-iodo-phenylamino)-isonicotinamide was synthesized according to the procedure for General Method 1, outlined above, starting with 0.20 mmol of 3-[(2-chloro-4-iodophenyl)amino]isonicotinic acid (intermediate 2) and 0.36 mmol of O-allyl-hydroxylamine. LC/MS [9.30 min; 430 (M+1)] RXN SMILES: [Cl:1][C:2]1[CH:7]=[C:6]([I:8])[CH:5]=[CH:4][C:3]=1[NH:9][C:10]1[CH:18]=[N:17][CH:16]=[CH:15][C:11]=1[C:12]([OH:14])=O.[CH2:19]([O:22][NH2:23])[CH:20]=[CH2:21]>>[CH2:19]([O:22][NH:23][C:12](=[O:14])[C:11]1[CH:15]=[CH:16][N:17]=[CH:18][C:10]=1[NH:9][C:3]1[CH:4]=[CH:5][C:6]([I:8])=[CH:7][C:2]=1[Cl:1])[CH:20]=[CH2:21]. The product is C(C=C)ONC(C1=C(C=NC=C1)NC1=C(C=C(C=C1)I)Cl)=O (N-allyloxy-3-(2-chloro-4-iodo-phenylamino)-isonicotinamide). Reactants: ClCC(=O)C1=CC=CC=C1 (2-Chloro-1-phenylethanone), S1C2=C(C=C1)C=CC=C2C(C(=O)O[C@H]2CN1CCC2CC1)NC1=CC=CC=C1 ((R)-quinuclidin-3-yl 2-(benzo[b]thiophen-7-yl)-2-(phenylamino)acetate). The solvent is CCOC(=O)C (EtOAc). Conditions: time 8 hour. Product: [Cl-].S1C2=C(C=C1)C=CC=C2C(C(=O)O[C@H]2C[N+]1(CCC2CC1)CC(C1=CC=CC=C1)=O)NC1=CC=CC=C1 ((3R)-3-(2-(benzo[b]thiophen-7-yl)-2-(phenylamino)acetoxy)-1-(2-oxo-2-phenylethyl)-1-azoniabicyclo[2.2.2]octane chloride). Yield: 21.1%. Reaction SMILES: [Cl:1][CH2:2][C:3]([C:5]1[CH:10]=[CH:9][CH:8]=[CH:7][CH:6]=1)=[O:4].[S:11]1[CH:15]=[CH:14][C:13]2[CH:16]=[CH:17][CH:18]=[C:19]([CH:20]([NH:32][C:33]3[CH:38]=[CH:37][CH:36]=[CH:35][CH:34]=3)[C:21]([O:23][C@@H:24]3[CH:29]4[CH2:30][CH2:31][N:26]([CH2:27][CH2:28]4)[CH2:25]3)=[O:22])[C:12]1=2>CCOC(C)=O>[Cl-:1].[S:11]1[CH:15]=[CH:14][C:13]2[CH:16]=[CH:17][CH:18]=[C:19]([CH:20]([NH:32][C:33]3[CH:38]=[CH:37][CH:36]=[CH:35][CH:34]=3)[C:21]([O:23][C@@H:24]3[CH:29]4[CH2:28][CH2:27][N+:26]([CH2:2][C:3](=[O:4])[C:5]5[CH:10]=[CH:9][CH:8]=[CH:7][CH:6]=5)([CH2:31][CH2:30]4)[CH2:25]3)=[O:22])[C:12]1=2 |f:3.4|. Reported procedure: 2-Chloro-1-phenylethanone (35.4 mg, 0.23 mmol) was added to a solution of (R)-quinuclidin-3-yl 2-(benzo[b]thiophen-7-yl)-2-(phenylamino)acetate (C27) (90 mg, 0.23 mmol) in EtOAc (3 ml). The reaction was stirred at room temperature overnight. The solvent was removed under vacuum and the crude was triturated with Et2O. The compound was purified by preparative HPLC (Eluent: CH3CN/H2O) to obtain (3R)-3-(2-(benzo[b]thiophen-7-yl)-2-(phenylamino)acetoxy)-1-(2-oxo-2-phenylethyl)-1-azoniabicyclo[2.2.2]o... Reactants: ClC1=C(C=C(C=C1)[C@H]1OCCN(C1)C[C@@H](C(F)(F)F)O)F ((S)-3-((R)-2-(4-chloro-3-fluorophenyl)morpholino)-1,1,1-trifluoropropan-2-ol), ClC1=C(C=C(C=C1)N=C=O)F (1-chloro-2-fluoro-4-isocyanatobenzene), CCN(C(C)C)C(C)C (DIPEA). The solvent is ClCCl (dichloromethane). Conditions: temperature 60 celsius, time 5 hour. The product is Cl.ClC1=C(C=C(C=C1)[C@@H]1CN(CCO1)C[C@@H](C(F)(F)F)OC(NC1=CC(=C(C=C1)Cl)F)=O)F ((4-chloro-3-fluoro-phenyl)-carbamic acid (S)-1-[(R)-2-(4-chloro-3-fluoro-phenyl)-morpholin-4-ylmethyl]-2,2,2-trifluoro-ethyl ester hydrochloride). Yield: 119.6%. As a reaction SMILES: [Cl:1][C:2]1[CH:7]=[CH:6][C:5]([C@@H:8]2[CH2:13][N:12]([CH2:14][C@H:15]([OH:20])[C:16]([F:19])([F:18])[F:17])[CH2:11][CH2:10][O:9]2)=[CH:4][C:3]=1[F:21].[Cl:22][C:23]1[CH:28]=[CH:27][C:26]([N:29]=[C:30]=[O:31])=[CH:25][C:24]=1[F:32].CCN(C(C)C)C(C)C>ClCCl>[ClH:1].[Cl:1][C:2]1[CH:7]=[CH:6][C:5]([C@H:8]2[O:9][CH2:10][CH2:11][N:12]([CH2:14][C@H:15]([O:20][C:30](=[O:31])[NH:29][C:26]3[CH:27]=[CH:28][C:23]([Cl:22])=[C:24]([F:32])[CH:25]=3)[C:16]([F:17])([F:18])[F:19])[CH2:13]2)=[CH:4][C:3]=1[F:21] |f:4.5|. Procedure details: (S)-3-((R)-2-(4-chloro-3-fluorophenyl)morpholino)-1,1,1-trifluoropropan-2-ol (338 mg, 1.03 mmol) was combined with 1-chloro-2-fluoro-4-isocyanatobenzene (212 mg, 1.24 mmol) in 4 mL of dichloromethane. DIPEA (160 mg, 1.24 mmol) was added. The reaction tube was sealed and reaction mixture stirred at 60° C. for 5 h. TLC indicated complete consumption of the starting material. The mixture was evaporated and the residue was extracted with ether/hexanes (1:2 ratio) and water. The organic layer was was... Reactants: Cc1cccc(C)c1N=C=S, [H-], COc1cc2c(N)ncnc2cc1OCC1CCN(C)CC1, [Na+], CN(C)C=O. Product: COc1cc2c(NC(=S)Nc3c(C)cccc3C)ncnc2cc1OCC1CCN(C)CC1. RXN SMILES: [CH3:25][c:26]1[c:27]([N:33]=[C:34]=[S:35])[c:28]([CH3:32])[cH:29][cH:30][cH:31]1.[H-:23].[NH2:1][c:2]1[n:3][cH:4][n:5][c:6]2[cH:7][c:8]([O:14][CH2:15][CH:16]3[CH2:17][CH2:18][N:19]([CH3:22])[CH2:20][CH2:21]3)[c:9]([O:12][CH3:13])[cH:10][c:11]12.[Na+:24].[O:36]=[CH:37][N:38]([CH3:39])[CH3:40]>>[NH:1]([c:2]1[n:3][cH:4][n:5][c:6]2[cH:7][c:8]([O:14][CH2:15][CH:16]3[CH2:17][CH2:18][N:19]([CH3:22])[CH2:20][CH2:21]3)[c:9]([O:12][CH3:13])[cH:10][c:11]12)[C:34]([NH:33][c:27]1[c:26]([CH3:25])[cH:31][cH:30][cH:29][c:28]1[CH3:32])=[S:35].